The task is: describe an organic reaction: reactants, conditions, products, and yield. This data is from the Open Reaction Database (ORD), a public repository of structured organic reaction records. The reactants are C(C)(=O)OCBr (acetoxymethyl bromide), C(=O)([O-])[O-].[Na+].[Na+] (Na2CO3), C/C=C/C1(CN2C(C(C2=O)NC(=O)/C(=N\O)/C3=CSC(=N3)N)SC1)C(=O)O (BMY-28232), C(=O)([O-])[O-].[Na+].[Na+] (Na2CO3), [Br-] (bromide). The solvent is CCOC(=O)C (AcOEt), CN(C)C=O (DMF), CC#N (MeCN), CN(C)C=O (DMF), O (H2O). Reaction conditions: time 30 minute. Product: NC=1SC=C(N1)/C(/C(=O)NC1[C@@H]2N(C(=C(CS2)\C=C/C)C(=O)OCOC(C)=O)C1=O)=N/O (Acetoxymethyl 7-[(Z)-2-(2-aminothiazol-4-yl)-2-hydroxyiminoacetamido]-3-[(Z)-1-propenyl]-3-cephem-4-carboxylate). Isolated yield 14.0%. RXN SMILES: [C:1]([O-])([O-:3])=[O:2].[Na+].[Na+].[C:7]([O:10][CH2:11]Br)(=[O:9])[CH3:8].[Br-].[CH3:14]/[CH:15]=[CH:16]/[C:17]1(C(O)=O)[CH2:37][S:36][CH:20]2[CH:21]([NH:24][C:25](/[C:27](/[C:30]3[N:34]=[C:33]([NH2:35])[S:32][CH:31]=3)=[N:28]\[OH:29])=[O:26])[C:22](=[O:23])[N:19]2[CH2:18]1>CN(C=O)C.CCOC(C)=O.O.CC#N>[NH2:35][C:33]1[S:32][CH:31]=[C:30](/[C:27](=[N:28]/[OH:29])/[C:25]([NH:24][CH:21]2[C:22](=[O:23])[N:19]3[C:18]([C:1]([O:3][CH2:11][O:10][C:7](=[O:9])[CH3:8])=[O:2])=[C:17](/[CH:16]=[CH:15]\[CH3:14])[CH2:37][S:36][C@H:20]23)=[O:26])[N:34]=1 |f:0.1.2|. Procedure: To a stirred suspension of Ia (R2 =R3 =H) (280 mg, 0.68 m mole) and Na2CO3 (36 mg, 0.34 m mole) in dry DMF (5 ml) was added at -10° C. over 10 min. a solution of acetoxymethyl bromide in dry DMF (104 mg, 0.68 m mole/100 μl). After 30 min, additional Na2CO3 (18 mg, 0.17 m mole) and the bromide solution (52 mg, 0.34 m mole/50 μl) were added in small portions over 10 min. The mixture was stirred at the same temperature for 30 min. The reaction mixture showing four spots at Rf 0.10 (BMY-28232), 0.15... Starting materials: NC1=CC(=CC(=C1O)Br)Br (6-amino-2,4-di-bromophenol), BrC1=C(C(=CC=C1)[N+](=O)[O-])O (2-Bromo-6-nitrophenol), S(=O)([O-])S(=O)[O-].[Na+].[Na+] (sodium hydrosulfite). The solvent is C(C)O.O (ethanol water), O (water). Run at time 2 hour. Yields the product NC1=CC=CC(=C1O)Br (6-Amino-2-bromophenol). RXN SMILES: [Br:1][C:2]1[CH:7]=[CH:6][CH:5]=[C:4]([N+:8]([O-])=O)[C:3]=1[OH:11].S(S([O-])=O)([O-])=O.[Na+].[Na+].NC1C(O)=C(Br)C=C(Br)C=1>C(O)C.O.O>[NH2:8][C:4]1[C:3]([OH:11])=[C:2]([Br:1])[CH:7]=[CH:6][CH:5]=1 |f:1.2.3,5.6|. Procedure details: 2-Bromo-6-nitrophenol (1.506 g, 0.0057 mol, containing 2,4-di-bromo-6-nitrophenol, 18% w/w) and sodium hydrosulfite (3.05 g, 85%, 0.015 mol) were heated at reflux in ethanol/water (50 ml of a 5:1 v/v mixture). After 2 hours, the reaction mixture was diluted with water (150 ml) and extracted with dichloromethane (3×50 ml), and ethyl acetate (100 ml). The organic extracts were combined, dried over calcium sulfate, evaporated in vacuo, and purified by flash chromatography (SiO2, petrol/ether 1:1 v/... The reactants are C(C)(C)(C)OC(CN1CC(CC1)C(NC1=CC(=C(C=C1)O)Cl)=O)=O ([3-(3-Chloro-4-hydroxy-phenylcarbamoyl)-pyrrolidin-1-yl]-acetic acid tert-butyl ester). Solvent: C(=O)(C(F)(F)F)O.C(Cl)Cl (TFA DCM). Conditions: time 30 minute. Product: ClC=1C=C(C=CC1O)NC(=O)C1CN(CC1)CC(=O)O ([3-(3-Chloro-4-hydroxy-phenylcarbamoyl)-pyrrolidin-1-yl]-acetic acid). Reaction SMILES: C([O:5][C:6](=[O:24])[CH2:7][N:8]1[CH2:12][CH2:11][CH:10]([C:13](=[O:23])[NH:14][C:15]2[CH:20]=[CH:19][C:18]([OH:21])=[C:17]([Cl:22])[CH:16]=2)[CH2:9]1)(C)(C)C>C(O)(C(F)(F)F)=O.C(Cl)Cl>[Cl:22][C:17]1[CH:16]=[C:15]([NH:14][C:13]([CH:10]2[CH2:11][CH2:12][N:8]([CH2:7][C:6]([OH:24])=[O:5])[CH2:9]2)=[O:23])[CH:20]=[CH:19][C:18]=1[OH:21] |f:1.2|. Procedure: [3-(3-Chloro-4-hydroxy-phenylcarbamoyl)-pyrrolidin-1-yl]-acetic acid tert-butyl ester was dissolved in TFA/DCM (90:10) solution. After stirring at RT for 30 min, the reaction mixture was concentrated and acetonitrile/water (10 ml, 3:1) was added. After removal of solvent, the residue was purified using Prep-HPLC to give 450 mg of product. The reactants are CN(C)C=O, CCOC(C)=O, [H][H], Cc1ccc([N+](=O)[O-])cc1N1C(=O)c2ccc(S(C)(=O)=O)cc2C1=O. The product is Cc1ccc(N)cc1N1C(=O)c2ccc(S(C)(=O)=O)cc2C1=O. As a reaction SMILES: [CH3:26][N:27]([CH3:28])[CH:29]=[O:30].[CH3:33][CH2:34][O:35][C:36](=[O:37])[CH3:38].[H:31][H:32].[N+:1]([O-:2])(=[O:3])[c:4]1[cH:5][c:6]([N:11]2[C:12](=[O:25])[c:13]3[c:14]([cH:17][c:18]([S:21](=[O:22])(=[O:23])[CH3:24])[cH:19][cH:20]3)[C:15]2=[O:16])[c:7]([CH3:10])[cH:8][cH:9]1>>[NH2:1][c:4]1[cH:5][c:6]([N:11]2[C:12](=[O:25])[c:13]3[c:14]([cH:17][c:18]([S:21](=[O:22])(=[O:23])[CH3:24])[cH:19][cH:20]3)[C:15]2=[O:16])[c:7]([CH3:10])[cH:8][cH:9]1. Product: COc1ccc(CC(=O)Nc2ccsc2C(=O)O)cc1. The reactants are CO, COC(=O)c1sccc1NC(=O)Cc1ccc(OC)cc1, [Li+], [OH-]. Reaction SMILES: [CH3:24][OH:25].[CH3:3][O:4][C:5](=[O:6])[c:7]1[s:8][cH:9][cH:10][c:11]1[NH:12][C:13]([CH2:14][c:15]1[cH:16][cH:17][c:18]([O:21][CH3:22])[cH:19][cH:20]1)=[O:23].[Li+:1].[OH-:2]>>[O:4]=[C:5]([OH:6])[c:7]1[s:8][cH:9][cH:10][c:11]1[NH:12][C:13]([CH2:14][c:15]1[cH:16][cH:17][c:18]([O:21][CH3:22])[cH:19][cH:20]1)=[O:23]. Starting materials: C1CNCCN1, CNS(=O)(=O)c1ccc(F)cc1, O. Yields the product CNS(=O)(=O)c1ccc(N2CCNCC2)cc1. RXN SMILES: [CH2:13]1[CH2:14][NH:15][CH2:16][CH2:17][NH:18]1.[F:1][c:2]1[cH:3][cH:4][c:5]([S:8](=[O:9])(=[O:10])[NH:11][CH3:12])[cH:6][cH:7]1.[OH2:19]>>[c:2]1([N:15]2[CH2:14][CH2:13][NH:18][CH2:17][CH2:16]2)[cH:3][cH:4][c:5]([S:8](=[O:9])(=[O:10])[NH:11][CH3:12])[cH:6][cH:7]1. As a reaction SMILES: Br[C:2]1[CH:7]=[CH:6][C:5]([F:8])=[CH:4][CH:3]=1.[Mg].[C:10]([OH:15])(=[O:14])[C:11]([CH3:13])=[O:12].Cl>C(OCC)C>[F:8][C:5]1[CH:6]=[CH:7][C:2]([C:11]([OH:12])([CH3:13])[C:10]([OH:15])=[O:14])=[CH:3][CH:4]=1. Product: Grignard reagent, FC1=CC=C(C=C1)C(C(=O)O)(C)O (2-p-fluorophenyl-2-hydroxypropionic acid). The reactants are [Mg] (magnesium), C(C(=O)C)(=O)O (pyruvic acid), Cl (hydrochloric acid), BrC1=CC=C(C=C1)F (1-bromo-4-fluorobenzene). Conditions: temperature 0 celsius, time 17 hour. Solvent: C(C)OCC (diethyl ether), C(C)OCC (diethyl ether), C(C)OCC (diethyl ether). Procedure details: A Grignard reagent was prepared from a solution of 1-bromo-4-fluorobenzene (50 g.) in diethyl ether (100 ml.) and a stirred suspension of magnesium (6.8 g.) in diethyl ether (20 ml.), and was heated under reflux for 1 hour and then cooled to 0° C. A solution of pyruvic acid (10.8 g.) in diethyl ether (50 ml.) was added dropwise and the mixture was stirred at laboratory temperature for 17 hours, cooled to 0° C., acidified with dilute aqueous hydrochloric acid and extracted three times with diethy...